Dataset: the Open Reaction Database (ORD), a public repository of structured organic reaction records. Task: describe an organic reaction: reactants, conditions, products, and yield The reactants are O=C1NC(O)C(c2ccccc2)C12CCN(Cc1ccccc1)CC2, CC(=O)O, [Na+], [OH-], O. Product: O=C1NC=C(c2ccccc2)C12CCN(Cc1ccccc1)CC2. Reaction SMILES: [CH2:1]([c:2]1[cH:3][cH:4][cH:5][cH:6][cH:7]1)[N:8]1[CH2:9][CH2:10][C:11]2([CH:12]([c:18]3[cH:19][cH:20][cH:21][cH:22][cH:23]3)[CH:13]([OH:17])[NH:14][C:15]2=[O:16])[CH2:24][CH2:25]1.[CH3:29][C:30](=[O:31])[OH:32].[Na+:28].[OH-:27].[OH2:26]>>[CH2:1]([c:2]1[cH:3][cH:4][cH:5][cH:6][cH:7]1)[N:8]1[CH2:9][CH2:10][C:11]2([C:12]([c:18]3[cH:19][cH:20][cH:21][cH:22][cH:23]3)=[CH:13][NH:14][C:15]2=[O:16])[CH2:24][CH2:25]1.